Dataset: the Open Reaction Database (ORD), a public repository of structured organic reaction records. Task: describe an organic reaction: reactants, conditions, products, and yield Reactants: C(C)(C)(C)N (t-butylamine), ClC=1C=C(C=CC1NS(=O)(=O)C(F)(F)F)S(=O)(=O)Cl (3-chloro-4-(trifluoromethanesulfonamido)benzenesulfonyl chloride). Run in O1CCCC1 (tetrahydrofuran). Reaction conditions: time 8 hour. The product is C(C)(C)(C)NS(=O)(=O)C1=CC(=C(C=C1)NS(=O)(=O)C(F)(F)F)Cl (N-t-butyl-3-chloro-4-(trifluoromethanesulfonamido)benzenesulfonamide). Isolated yield 62.3%. As a reaction SMILES: [C:1]([NH2:5])([CH3:4])([CH3:3])[CH3:2].[Cl:6][C:7]1[CH:8]=[C:9]([S:21](Cl)(=[O:23])=[O:22])[CH:10]=[CH:11][C:12]=1[NH:13][S:14]([C:17]([F:20])([F:19])[F:18])(=[O:16])=[O:15]>O1CCCC1>[C:1]([NH:5][S:21]([C:9]1[CH:10]=[CH:11][C:12]([NH:13][S:14]([C:17]([F:20])([F:18])[F:19])(=[O:16])=[O:15])=[C:7]([Cl:6])[CH:8]=1)(=[O:23])=[O:22])([CH3:4])([CH3:3])[CH3:2]. Procedure: A solution of t-butylamine (0.6 g) and 3-chloro-4-(trifluoromethanesulfonamido)benzenesulfonyl chloride (1.5 g) in tetrahydrofuran (20 ml) was allowed to stand overnight. The resultant mixture was concentrated and shaken with chloroform and 5% aqueous hydrochloric acid. The chloroform extract was concentrated and recrystallized from toluene to give 1.03 g of N-t-butyl-3-chloro-4-(trifluoromethanesulfonamido)benzenesulfonamide (Compound No. 18). M.P., 123°-127.5° C. Reaction SMILES: [CH3:1][C:2]1[C:8]([CH3:9])=[CH:7][CH:6]=[C:5]([N+:10]([O-])=O)[C:3]=1[NH2:4]>CO.[Ni]>[CH3:1][C:2]1[C:8]([CH3:9])=[CH:7][CH:6]=[C:5]([NH2:10])[C:3]=1[NH2:4]. Procedure: A solution of 2,3-dimethyl-6-nitroaniline (83 g, 500 mmol) in methanol (1000 mL) was hydrogenated (H2, 50 psi) over Raney Nickel (5 g). On completion, the reaction mixture was filtered, and the mother liquor was evaporated to dryness to give a dark solid as the product. The product is CC1=C(C(=CC=C1C)N)N (3,4-Dimethyl-benzene-1,2-diamine). Reactants: CC1=C(N)C(=CC=C1C)[N+](=O)[O-] (2,3-dimethyl-6-nitroaniline). The reagents and catalysts are [Ni] (Raney Nickel). Run in CO (methanol). Reactants: O (water), C([O-])([O-])=O.[K+].[K+] (potassium carbonate), Cl.ClCC1=CN=CN1CCC (5-chloromethyl-1-propylimidazole hydrochloride), SC1=NC=C(C=C1)[N+](=O)[O-] (2-mercapto-5-nitropyridine). Run in CN(C)C=O (DMF). Conditions: time 40 hour. The product is [N+](=O)([O-])C=1C=CC(=NC1)SCC1=CN=CN1CCC (5-nitro-2-[[(1-propylimidazol-5-yl)methyl]sulfanyl]pyridine). Yield: 70.7%. RXN SMILES: [SH:1][C:2]1[CH:7]=[CH:6][C:5]([N+:8]([O-:10])=[O:9])=[CH:4][N:3]=1.C(=O)([O-])[O-].[K+].[K+].Cl.Cl[CH2:19][C:20]1[N:24]([CH2:25][CH2:26][CH3:27])[CH:23]=[N:22][CH:21]=1.O>CN(C=O)C>[N+:8]([C:5]1[CH:6]=[CH:7][C:2]([S:1][CH2:19][C:20]2[N:24]([CH2:25][CH2:26][CH3:27])[CH:23]=[N:22][CH:21]=2)=[N:3][CH:4]=1)([O-:10])=[O:9] |f:1.2.3,4.5|. Procedure details: 2-mercapto-5-nitropyridine (2.3 g) was dissolved in DMF (47 ml), potassium carbonate (6.2 g) and 5-chloromethyl-1-propylimidazole hydrochloride (3.5 g) was added to the mixture, and the mixture was stirred for 40 hours at room temperature. The reaction solution was added to water, and extracted with ethyl acetate. The organic layer was washed with saturated brine, and dried over magnesium sulfate. The solvent was removed under reduced pressure, and the obtained residue was purified by silica gel... The reactants are CC(=O)OC(CCl)c1cccnc1S(=O)(=O)NC(C)(C)C, O=C(O)C(F)(F)F. Yields the product CC(=O)OC(CCl)c1cccnc1S(N)(=O)=O. As a reaction SMILES: [C:1]([CH3:2])(=[O:3])[O:4][CH:5]([CH2:6][Cl:7])[c:8]1[c:9]([S:14](=[O:15])(=[O:16])[NH:17][C:18]([CH3:19])([CH3:20])[CH3:21])[n:10][cH:11][cH:12][cH:13]1.[OH:22][C:23]([C:24]([F:25])([F:26])[F:27])=[O:28]>>[C:1]([CH3:2])(=[O:3])[O:4][CH:5]([CH2:6][Cl:7])[c:8]1[c:9]([S:14](=[O:15])(=[O:16])[NH2:17])[n:10][cH:11][cH:12][cH:13]1. The reactants are COC1=C(C=CC(=C1)S(=O)(=O)C)[N+](=O)[O-] (2-methoxy-4-(methylsulfonyl)-1-nitrobenzene). Reagents/catalysts: [Pd] (palladium on carbon). The solvent is C(C)O (ethanol). Conditions: time 18 hour. The product is COC1=C(N)C=CC(=C1)S(=O)(=O)C (2-methoxy-4-(methylsulfonyl)aniline). Yield: 98.1%. RXN SMILES: [CH3:1][O:2][C:3]1[CH:8]=[C:7]([S:9]([CH3:12])(=[O:11])=[O:10])[CH:6]=[CH:5][C:4]=1[N+:13]([O-])=O>[Pd].C(O)C>[CH3:1][O:2][C:3]1[CH:8]=[C:7]([S:9]([CH3:12])(=[O:11])=[O:10])[CH:6]=[CH:5][C:4]=1[NH2:13]. Procedure details: A suspension of 2-methoxy-4-(methylsulfonyl)-1-nitrobenzene (0.175 g, 0.76 mmol) and palladium on carbon (10 wt %, 0.10 g) in ethanol (10 mL) was stirred under hydrogen at one atmosphere pressure for 18 hours. The reaction was filtered through celite and concentrated to give 2-methoxy-4-(methylsulfonyl)aniline (0.15 g, 92%). Starting materials: O=C([O-])O, CCCCc1nc(C)n(CC(O)c2ccccc2)c(=O)c1Cc1ccc(-c2ccccc2-c2noc(=O)[nH]2)cc1, ClCCl, [Na+], [Na+], [Na+], O=S([O-])([O-])=S. Yields the product CCCCc1nc(C)n(CC(=O)c2ccccc2)c(=O)c1Cc1ccc(-c2ccccc2-c2noc(=O)[nH]2)cc1. RXN SMILES: [C:41](=[O:42])([O-:43])[OH:44].[CH2:1]([CH2:2][CH2:3][CH3:4])[c:5]1[c:6]([CH2:22][c:23]2[cH:24][cH:25][c:26](-[c:29]3[c:30](-[c:35]4[n:36][o:37][c:38](=[O:40])[nH:39]4)[cH:31][cH:32][cH:33][cH:34]3)[cH:27][cH:28]2)[c:7](=[O:21])[n:8]([CH2:12][CH:13]([c:14]2[cH:15][cH:16][cH:17][cH:18][cH:19]2)[OH:20])[c:9]([CH3:11])[n:10]1.[CH2:53]([Cl:54])[Cl:55].[Na+:45].[Na+:51].[Na+:52].[S:46]([O-:47])([O-:48])(=[O:49])=[S:50]>>[CH2:1]([CH2:2][CH2:3][CH3:4])[c:5]1[c:6]([CH2:22][c:23]2[cH:24][cH:25][c:26](-[c:29]3[c:30](-[c:35]4[n:36][o:37][c:38](=[O:40])[nH:39]4)[cH:31][cH:32][cH:33][cH:34]3)[cH:27][cH:28]2)[c:7](=[O:21])[n:8]([CH2:12][C:13]([c:14]2[cH:15][cH:16][cH:17][cH:18][cH:19]2)=[O:20])[c:9]([CH3:11])[n:10]1. Starting materials: OC1=C(C=C(C=C1C(C)(C)C)C(C)(C)C)N1N=C2C(=[N+]1[O-])C=CC=C2 (2-(2'-hydroxy-3',5'-di-t-butylphenyl)benzotriazole-N-oxide), [H][H] (hydrogen), CNC (dimethylamine), [H][H] (hydrogen), solvent, C1(=CC=CC=C1)C (toluene), [H][H] (hydrogen). The reagents and catalysts are [C].[Pd] (palladium carbon). Run in O (water). Reaction conditions: temperature 50 celsius. The product is OC1=C(C=C(C=C1C(C)(C)C)C(C)(C)C)N1N=C2C(=N1)C=CC=C2 (2-(2'-hydroxy-3',5'-di-t-butylphenyl)benzotriazole). The yield is 73.2%. RXN SMILES: [OH:1][C:2]1[C:7]([C:8]([CH3:11])([CH3:10])[CH3:9])=[CH:6][C:5]([C:12]([CH3:15])([CH3:14])[CH3:13])=[CH:4][C:3]=1[N:16]1[N+:20]([O-])=[C:19]2[CH:22]=[CH:23][CH:24]=[CH:25][C:18]2=[N:17]1.C1(C)C=CC=CC=1.CNC.[H][H]>[C].[Pd].O>[OH:1][C:2]1[C:7]([C:8]([CH3:11])([CH3:10])[CH3:9])=[CH:6][C:5]([C:12]([CH3:13])([CH3:14])[CH3:15])=[CH:4][C:3]=1[N:16]1[N:20]=[C:19]2[CH:22]=[CH:23][CH:24]=[CH:25][C:18]2=[N:17]1 |f:4.5|. Procedure details: 10 g (0.03 mol) of 2-(2'-hydroxy-3',5'-di-t-butylphenyl)benzotriazole-N-oxide, 100 mg of palladium carbon, 100 ml of a solvent mixture comprising toluene and water (ratio by volume, 4:1) and 3 g of 50% dimethylamine were charged into a 500-ml autoclave equipped with an agitator. After the air in the autoclave had been replaced by hydrogen, the pressure of hydrogen was set to 10 kg/cm2. The temperature was increased to 50° C. under agitation, and reaction was effected at the same temperature whil... Starting materials: C(C)(C)(C)P(C(C)(C)C)C(C)(C)C (tri-t-butylphosphine), BrC=1C=CC=2NC3=CC=C(C=C3C2C1)Br (3,6-dibromocarbazole), C1(=CC=CC=C1)B(O)O (phenylboronic acid), C([O-])([O-])=O.[Na+].[Na+] (sodium carbonate), O1CCOCC1 (dioxane). Reagents/catalysts: C=1C=CC(=CC1)/C=C/C(=O)/C=C/C2=CC=CC=C2.C=1C=CC(=CC1)/C=C/C(=O)/C=C/C2=CC=CC=C2.C=1C=CC(=CC1)/C=C/C(=O)/C=C/C2=CC=CC=C2.[Pd].[Pd] (Pd2DBA3). Run in O (water). The product is C1(=CC=CC=C1)C=1C=CC=2NC3=CC=C(C=C3C2C1)C1=CC=CC=C1 (3,6-diphenylcarbazole). The yield is 80.0%. RXN SMILES: Br[C:2]1[CH:3]=[CH:4][C:5]2[NH:6][C:7]3[C:12]([C:13]=2[CH:14]=1)=[CH:11][C:10](Br)=[CH:9][CH:8]=3.[C:16]1(B(O)O)[CH:21]=[CH:20][CH:19]=[CH:18][CH:17]=1.[C:25](=O)([O-])[O-].[Na+].[Na+].C(P([C:40]([CH3:43])([CH3:42])C)C(C)(C)C)(C)(C)C.O1[CH2:49][CH2:48]OCC1>O.C1C=CC(/C=C/C(/C=C/C2C=CC=CC=2)=O)=CC=1.C1C=CC(/C=C/C(/C=C/C2C=CC=CC=2)=O)=CC=1.C1C=CC(/C=C/C(/C=C/C2C=CC=CC=2)=O)=CC=1.[Pd].[Pd]>[C:16]1([C:2]2[CH:3]=[CH:4][C:5]3[NH:6][C:7]4[C:12]([C:13]=3[CH:14]=2)=[CH:11][C:10]([C:42]2[CH:40]=[CH:43][CH:49]=[CH:48][CH:25]=2)=[CH:9][CH:8]=4)[CH:21]=[CH:20][CH:19]=[CH:18][CH:17]=1 |f:2.3.4,8.9.10.11.12|. Procedure details: 25 g 3,6-dibromocarbazole and 20.5 g phenylboronic acid were mixed in 150 mL water and 300 mL dioxane in glove box. Stir vigorously and add 45 g sodium carbonate. Finally add 3 g Pd2DBA3 and 1.5 g tri-t-butylphosphine. Stir and reflux overnight then cool and remove from glove box. Add water to precipitate white solid then filter and collect. Dissolve in dichloromethane and chromatograph on silica eluting with DCM:hexanes 1:2 and elute product as colorless solution which on evaporation and washin... Reactants: CN, CO, C1=COCC1, O, NC1=C(c2cccc(C(F)(F)F)c2)C(=O)C(c2ccccc2)O1. Yields the product CNC1=C(c2cccc(C(F)(F)F)c2)C(=O)C(c2ccccc2)O1. RXN SMILES: [CH3:24][NH2:25].[CH3:32][OH:33].[O:26]1[CH2:27][CH2:30][CH:29]=[CH:28]1.[OH2:31].[c:1]1([CH:7]2[O:8][C:9]([NH2:23])=[C:10]([c:13]3[cH:14][c:15]([C:19]([F:20])([F:21])[F:22])[cH:16][cH:17][cH:18]3)[C:11]2=[O:12])[cH:2][cH:3][cH:4][cH:5][cH:6]1>>[c:1]1([CH:7]2[O:8][C:9]([NH:23][CH3:27])=[C:10]([c:13]3[cH:14][c:15]([C:19]([F:20])([F:21])[F:22])[cH:16][cH:17][cH:18]3)[C:11]2=[O:12])[cH:2][cH:3][cH:4][cH:5][cH:6]1.